describe an organic reaction: reactants, conditions, products, and yield From a dataset of the Open Reaction Database (ORD), a public repository of structured organic reaction records. The reactants are COc3ccc2cc(c1ccc(C(C)(C)C)cc1)ccc2c3 (substrate), Cn2cnc1ccccc12 (effective_coupling_partner). Reagents/catalysts: CDC. Run at temperature 90 celsius, time 16 hour. Yields the product Cn5c(c3ccc2cc(c1ccc(C(C)(C)C)cc1)ccc2c3)nc4ccccc45.